The task is: describe an organic reaction: reactants, conditions, products, and yield. This data is from the Open Reaction Database (ORD), a public repository of structured organic reaction records. Reactants: CCOC(=O)C(=NOCCCCNC(=O)OC(C)(C)C)c1csc(NC(c2ccccc2)(c2ccccc2)c2ccccc2)n1, CCO, [Na+], C1COCCO1, [OH-]. The product is CC(C)(C)OC(=O)NCCCCON=C(C(=O)O)c1csc(NC(c2ccccc2)(c2ccccc2)c2ccccc2)n1. As a reaction SMILES: [C:1]([c:2]1[cH:3][cH:4][cH:5][cH:6][cH:7]1)([c:8]1[cH:9][cH:10][cH:11][cH:12][cH:13]1)([c:14]1[cH:15][cH:16][cH:17][cH:18][cH:19]1)[NH:20][c:21]1[s:22][cH:23][c:24]([C:26]([C:27](=[O:28])[O:29][CH2:30][CH3:31])=[N:32][O:33][CH2:34][CH2:35][CH2:36][CH2:37][NH:38][C:39](=[O:40])[O:41][C:42]([CH3:43])([CH3:44])[CH3:45])[n:25]1.[CH3:48][CH2:49][OH:50].[Na+:47].[O:51]1[CH2:52][CH2:53][O:54][CH2:55][CH2:56]1.[OH-:46]>>[C:1]([c:2]1[cH:3][cH:4][cH:5][cH:6][cH:7]1)([c:8]1[cH:9][cH:10][cH:11][cH:12][cH:13]1)([c:14]1[cH:15][cH:16][cH:17][cH:18][cH:19]1)[NH:20][c:21]1[s:22][cH:23][c:24]([C:26]([C:27](=[O:28])[OH:29])=[N:32][O:33][CH2:34][CH2:35][CH2:36][CH2:37][NH:38][C:39](=[O:40])[O:41][C:42]([CH3:43])([CH3:44])[CH3:45])[n:25]1. The reactants are C1(CCC1)C(=O)C=1C=NC2=CC=C(N=C2C1Cl)Cl (cyclobutyl(4,6-dichloro-1,5-naphthyridin-3-yl)methanone), CN(C)C[C@@H]1CC[C@H](CC1)N (trans-4-((dimethylamino)methyl)cyclohexanamine). Yields the product ClC=1N=C2C(=C(C=NC2=CC1)C(=O)C1CCC1)NC1CCC(CC1)CN(C)C ((6-Chloro-4-((4-((dimethylamino)methyl)cyclohexyl)amino)-1,5-naphthyridin-3-yl)(cyclobutyl)methanone). As a reaction SMILES: [CH:1]1([C:5]([C:7]2[CH:8]=[N:9][C:10]3[C:15]([C:16]=2Cl)=[N:14][C:13]([Cl:18])=[CH:12][CH:11]=3)=[O:6])[CH2:4][CH2:3][CH2:2]1.[CH3:19][N:20]([CH2:22][C@H:23]1[CH2:28][CH2:27][C@H:26]([NH2:29])[CH2:25][CH2:24]1)[CH3:21]>>[Cl:18][C:13]1[N:14]=[C:15]2[C:10](=[CH:11][CH:12]=1)[N:9]=[CH:8][C:7]([C:5]([CH:1]1[CH2:4][CH2:3][CH2:2]1)=[O:6])=[C:16]2[NH:29][CH:26]1[CH2:27][CH2:28][CH:23]([CH2:22][N:20]([CH3:21])[CH3:19])[CH2:24][CH2:25]1. Reported procedure: (6-Chloro-4-((4-((dimethylamino)methyl)cyclohexyl)amino)-1,5-naphthyridin-3-yl)(cyclobutyl)methanone was prepared with conditions described in Example 131 using cyclobutyl(4,6-dichloro-1,5-naphthyridin-3-yl)methanone and trans-4-((dimethylamino)methyl)cyclohexanamine.